Dataset: the Open Reaction Database (ORD), a public repository of structured organic reaction records. Task: describe an organic reaction: reactants, conditions, products, and yield Reactants: Br, COc1ccc2c(c1)C(C)(C)CNC2. Product: Br, CC1(C)CNCc2ccc(O)cc21. Reaction SMILES: [BrH:15].[CH3:1][C:2]1([CH3:14])[CH2:3][NH:4][CH2:5][c:6]2[cH:7][cH:8][c:9]([O:12][CH3:13])[cH:10][c:11]21>>[BrH:15].[CH3:1][C:2]1([CH3:14])[CH2:3][NH:4][CH2:5][c:6]2[cH:7][cH:8][c:9]([OH:12])[cH:10][c:11]21. Starting materials: O=C([O-])[O-], C1COCCO1, Clc1nc(N2CCOCC2)c2sc(CN3CC(N4CCOCC4)C3)cc2n1, [Cs+], [Cs+], Nc1ccccc1N. Yields the product Nc1ccccc1Nc1nc(N2CCOCC2)c2sc(CN3CC(N4CCOCC4)C3)cc2n1. RXN SMILES: [C:36](=[O:37])([O-:38])[O-:39].[CH2:42]1[O:43][CH2:44][CH2:45][O:46][CH2:47]1.[Cl:1][c:2]1[n:3][c:4]([N:22]2[CH2:23][CH2:24][O:25][CH2:26][CH2:27]2)[c:5]2[c:6]([n:7]1)[cH:8][c:9]([CH2:11][N:12]1[CH2:13][CH:14]([N:16]3[CH2:17][CH2:18][O:19][CH2:20][CH2:21]3)[CH2:15]1)[s:10]2.[Cs+:40].[Cs+:41].[NH2:28][c:29]1[c:30]([NH2:35])[cH:31][cH:32][cH:33][cH:34]1>>[c:2]1([NH:28][c:29]2[c:30]([NH2:35])[cH:31][cH:32][cH:33][cH:34]2)[n:3][c:4]([N:22]2[CH2:23][CH2:24][O:25][CH2:26][CH2:27]2)[c:5]2[c:6]([n:7]1)[cH:8][c:9]([CH2:11][N:12]1[CH2:13][CH:14]([N:16]3[CH2:17][CH2:18][O:19][CH2:20][CH2:21]3)[CH2:15]1)[s:10]2.